From a dataset of the Open Reaction Database (ORD), a public repository of structured organic reaction records. describe an organic reaction: reactants, conditions, products, and yield Reaction SMILES: [CH3:1][O:2][C:3]1[CH:19]=[CH:18][C:6]2[CH2:7][CH2:8][C:9]3[CH:10]=[N:11][N:12]([C:14]([NH2:17])([CH3:16])[CH3:15])[C:13]=3[C:5]=2[CH:4]=1.[ClH:20]>>[ClH:20].[CH3:1][O:2][C:3]1[CH:19]=[CH:18][C:6]2[CH2:7][CH2:8][C:9]3[CH:10]=[N:11][N:12]([C:14]([NH2:17])([CH3:16])[CH3:15])[C:13]=3[C:5]=2[CH:4]=1 |f:2.3|. Starting materials: COC1=CC2=C(CCC=3C=NN(C23)C(C)(C)N)C=C1 (1-(8-Methoxy-4,5-dihydro-benzo[g]indazol-1-yl)-1-methylethylamine), Cl (HCl). Reported procedure: The product from Step A (0.030 g, 0.12 mmol) was dissolved in 0.1 N HCl and the solution was concentrated to give a white solid (0.021 g, 53%): 1H NMR (CDCl3) δ 7.50 (s, 1H), 7.35 (d, J=8.4 Hz, 1H), 7.07 (d, J=2.4 Hz, 1H), 6.94 (dd, J=8.4, 2.4 Hz, 1H), 4.7 (m, 2H), 3.86 (m, 1H), 3.83 (s, 3H), 2.78 (t, J=7.2 Hz, 2H), 2.57 (m, 2H) 1.24 (d, J=6.6 Hz, 3H); MS m/z 258 [M+H]+, 241, 201. Analysis. Calculated for C15H19N3O.2HCl.0.25H2O: C, 53.82; H, 6.47; N, 12.55. Found: C, 53.86; H, 6.73; N, 12.51. Isolated yield 53.0%. Product: Cl.COC1=CC2=C(CCC=3C=NN(C23)C(C)(C)N)C=C1 (1-(8-Methoxy-4,5-dihydro-benzo[g]indazol-1-yl)-1-methylethylamine Hydrochloride). Reactants: C(N)(=O)CC(CC(=O)O)CC(C)C ((±)-3-(carbamoylmethyl)-5-methylhexanoic acid), C1(=CC=CC=C1)[C@H](C)N ((S)-(-)-α-phenylethylamine). Yields the product C1(=CC=CC=C1)[C@H](C)N ((S)-(-)-α-phenylethylamine), C(N)(=O)C[C@@H](CC(=O)O)CC(C)C ((S)-(+)-3-(carbamoylmethyl)-5-methylhexanoic acid). RXN SMILES: [C:1]([CH2:4][CH:5]([CH2:10][CH:11]([CH3:13])[CH3:12])[CH2:6][C:7]([OH:9])=[O:8])(=[O:3])[NH2:2].[C:14]1([C@@H:20]([NH2:22])[CH3:21])[CH:19]=[CH:18][CH:17]=[CH:16][CH:15]=1>>[C:14]1([C@@H:20]([NH2:22])[CH3:21])[CH:19]=[CH:18][CH:17]=[CH:16][CH:15]=1.[C:1]([CH2:4][C@H:5]([CH2:10][CH:11]([CH3:13])[CH3:12])[CH2:6][C:7]([OH:9])=[O:8])(=[O:3])[NH2:2]. Procedure details: Combining (±)-3-(carbamoylmethyl)-5-methylhexanoic acid with (S)-(-)-α-phenylethylamine in a solution to obtain the (S)-(-)-α-phenylethylamine salt of (S)-(+)-3-(carbamoylmethyl)-5-methylhexanoic acid, which crystallizes out of the solution; Starting materials: CC(C)CCON=O, ClC(Cl)Cl, O=C(Cn1c(=O)sc2ncc(Cl)cc21)N1CCNCC1. Product: O=NN1CCN(C(=O)Cn2c(=O)sc3ncc(Cl)cc32)CC1. RXN SMILES: [CH3:21][CH:22]([CH2:23][CH2:24][O:26][N:27]=[O:25])[CH3:28].[CH:29]([Cl:30])([Cl:31])[Cl:32].[Cl:1][c:2]1[cH:3][c:4]2[c:5]([n:6][cH:7]1)[s:8][c:9](=[O:20])[n:10]2[CH2:11][C:12](=[O:13])[N:14]1[CH2:15][CH2:16][NH:17][CH2:18][CH2:19]1>>[Cl:1][c:2]1[cH:3][c:4]2[c:5]([n:6][cH:7]1)[s:8][c:9](=[O:20])[n:10]2[CH2:11][C:12](=[O:13])[N:14]1[CH2:15][CH2:16][N:17]([N:27]=[O:26])[CH2:18][CH2:19]1. Starting materials: C1(=CC=CC=C1)P(C1=CC=CC=C1)C1=CC=CC=C1 (triphenylphosphine), ClC=1C=C(C=CC1N1N=NN=C1C)C(C(=O)O)CC1CCCCC1 (2-[3-chloro-4-(5-methyl-tetrazol-1-yl)-phenyl]-3-cyclohexyl-propionic acid), NC=1SC=CN1 (2-aminothiazole), BrN1C(CCC1=O)=O (N-bromosuccinimide). Solvent: C(Cl)Cl (methylene chloride), C(Cl)Cl (methylene chloride). Conditions: temperature 0 celsius, time 30 minute. Yields the product hexanes ethyl acetate, ClC=1C=C(C=CC1N1N=NN=C1C)C(C(=O)NC=1SC=CN1)CC1CCCCC1 (2-[3-chloro-4-(5-methyl-tetrazol-1-yl)-phenyl]-3-cyclohexyl-N-thiazol-2-yl-propionamide). Isolated yield 29.1%. Reaction SMILES: C1(P(C2C=CC=CC=2)C2C=CC=CC=2)C=CC=CC=1.BrN1C(=O)CCC1=O.[Cl:28][C:29]1[CH:30]=[C:31]([CH:41]([CH2:45][CH:46]2[CH2:51][CH2:50][CH2:49][CH2:48][CH2:47]2)[C:42]([OH:44])=O)[CH:32]=[CH:33][C:34]=1[N:35]1[C:39]([CH3:40])=[N:38][N:37]=[N:36]1.[NH2:52][C:53]1[S:54][CH:55]=[CH:56][N:57]=1>C(Cl)Cl>[Cl:28][C:29]1[CH:30]=[C:31]([CH:41]([CH2:45][CH:46]2[CH2:51][CH2:50][CH2:49][CH2:48][CH2:47]2)[C:42]([NH:52][C:53]2[S:54][CH:55]=[CH:56][N:57]=2)=[O:44])[CH:32]=[CH:33][C:34]=1[N:35]1[C:39]([CH3:40])=[N:38][N:37]=[N:36]1. Reported procedure: A solution of triphenylphosphine (281 mg, 1.07 numol) in methylene chloride (5 mL) was cooled to 0° C. and then treated with N-bromosuccinimide (190.4 mg, 1.07 mmol). The reaction mixture was stirred at 0° C. for 30 min and then treated with a solution of 2-[3-chloro-4-(5-methyl-tetrazol-1-yl)-phenyl]-3-cyclohexyl-propionic acid (220 mg, 0.63 mmol) in methylene chloride (4 mL). The clear solution was stirred for 15 min at 0° C. and then allowed to warm to 25° C. where it was stirred for 2 h. The... Reactants: O=Cc1ccc(OC2CCCCC2)c(Br)c1, CCCCN, Cc1ccccc1, CCCCC[N+](=O)[O-]. Yields the product CCCCC(=Cc1ccc(OC2CCCCC2)c(Br)c1)[N+](=O)[O-]. As a reaction SMILES: [Br:1][c:2]1[cH:3][c:4]([CH:5]=[O:6])[cH:7][cH:8][c:9]1[O:10][CH:11]1[CH2:12][CH2:13][CH2:14][CH2:15][CH2:16]1.[CH2:25]([NH2:26])[CH2:27][CH2:28][CH3:29].[CH3:30][c:31]1[cH:32][cH:33][cH:34][cH:35][cH:36]1.[N+:17](=[O:18])([O-:19])[CH2:20][CH2:21][CH2:22][CH2:23][CH3:24]>>[Br:1][c:2]1[cH:3][c:4]([CH:5]=[C:20]([N+:17](=[O:18])[O-:19])[CH2:21][CH2:22][CH2:23][CH3:24])[cH:7][cH:8][c:9]1[O:10][CH:11]1[CH2:12][CH2:13][CH2:14][CH2:15][CH2:16]1. Starting materials: O (water), [OH-].[Na+] (sodium hydroxide), C1(=CC=C(C=C1)S(=O)(=O)O)C (p-Toluenesulfonic acid), C(C)N1CCC(CC1)(C1=CC(=CC=C1)OC(C)C)O (N-ethyl-4-hydroxy-4-(3-(1-methylethoxy)phenyl)piperidine). Run in C1(=CC=CC=C1)C (toluene). Product: N (ammonia), C(C)N1CCC(=CC1)C1=CC(=CC=C1)OC(C)C (N-Ethyl-1,2,3,6-tetrahydro-4-(3-(1-methylethoxy)phenyl)pyridine). The yield is 107.0%. RXN SMILES: C1(C)C=CC(S(O)(=O)=O)=CC=1.[CH2:12]([N:14]1[CH2:19][CH2:18][C:17](O)([C:20]2[CH:25]=[CH:24][CH:23]=[C:22]([O:26][CH:27]([CH3:29])[CH3:28])[CH:21]=2)[CH2:16][CH2:15]1)[CH3:13].O.[OH-].[Na+]>C1(C)C=CC=CC=1>[NH3:14].[CH2:12]([N:14]1[CH2:15][CH:16]=[C:17]([C:20]2[CH:25]=[CH:24][CH:23]=[C:22]([O:26][CH:27]([CH3:28])[CH3:29])[CH:21]=2)[CH2:18][CH2:19]1)[CH3:13] |f:3.4|. Procedure: p-Toluenesulfonic acid (6.1 g, 31.9 mmoi) was added to a solution of N-ethyl-4-hydroxy-4-(3-(1-methylethoxy)phenyl)piperidine (Preparation 43, 4.2 g, 16.0 mmol) in toluene (50 ml), and the reaction mixture was heated under reflux for 3 h. The reaction mixture was allowed to cool to room temperature, water (20 ml) was added, and the resultant biphasic system was stirred vigorously for several minutes. The aqueous layer was basified with 2N aqueous sodium hydroxide solution (10 ml) and the two pha...